From a dataset of the Open Reaction Database (ORD), a public repository of structured organic reaction records. describe an organic reaction: reactants, conditions, products, and yield The reactants are BrC1=C(C=CC(=C1)F)O (2-bromo-4-fluorophenol), C([O-])([O-])=O.[K+].[K+] (potassium carbonate), COCCOC (1,2-dimethoxyethane), O (Water). The reagents and catalysts are C1(=CC=CC=C1)P(C1=CC=CC=C1)C1=CC=CC=C1.C1(=CC=CC=C1)P(C1=CC=CC=C1)C1=CC=CC=C1.C1(=CC=CC=C1)P(C1=CC=CC=C1)C1=CC=CC=C1.C1(=CC=CC=C1)P(C1=CC=CC=C1)C1=CC=CC=C1.[Pd] (palladium tetrakis(triphenylphosphine)). Conditions: temperature 90 celsius, time 16 hour. Yields the product C(=C)C1=C(C=CC(=C1)F)O (2-ethenyl-4-fluorophenol). As a reaction SMILES: Br[C:2]1[CH:7]=[C:6]([F:8])[CH:5]=[CH:4][C:3]=1[OH:9].C(=O)([O-])[O-].[K+].[K+].O.CO[CH2:19][CH2:20]OC>C1(P(C2C=CC=CC=2)C2C=CC=CC=2)C=CC=CC=1.C1(P(C2C=CC=CC=2)C2C=CC=CC=2)C=CC=CC=1.C1(P(C2C=CC=CC=2)C2C=CC=CC=2)C=CC=CC=1.C1(P(C2C=CC=CC=2)C2C=CC=CC=2)C=CC=CC=1.[Pd]>[CH:19]([C:2]1[CH:7]=[C:6]([F:8])[CH:5]=[CH:4][C:3]=1[OH:9])=[CH2:20] |f:1.2.3,6.7.8.9.10|. Procedure details: Nitrogen was bubbled through a mixture of 2-bromo-4-fluorophenol (1.6 g, 8.38 mmol), vinylboronic anhydride pyridine complex (95%, 806 mg, 3.35 mol) and potassium carbonate (1.17 g, 8.38 mmol) in 1,2-dimethoxyethane (15 mL) for 30 minutes. To this mixture was added palladium tetrakis(triphenylphosphine) (97.2 mg, 0.084 mmol). The reaction was allowed to stir at 90° C. for 16 hours. Water (50 mL) was added, and the mixture was extracted with ethyl acetate (2×100 mL). The combined organic layers w... The reactants are C1CO1, c1ccc2c(c1)CCONC2, CO, ClC(Cl)Cl, N#CO[Na], OCCN1Cc2ccccc2CCO1. Product: NC(=O)OCCN1Cc2ccccc2CCO1. As a reaction SMILES: [CH2:1]1[O:2][CH2:3]1.[CH2:4]1[c:5]2[cH:6][cH:7][cH:8][cH:9][c:10]2[CH2:11][CH2:12][O:13][NH:14]1.[CH3:37][OH:38].[CH:33]([Cl:34])([Cl:35])[Cl:36].[Na:29][O:30][C:31]#[N:32].[OH:15][CH2:16][CH2:17][N:18]1[CH2:19][c:20]2[c:21]([cH:25][cH:26][cH:27][cH:28]2)[CH2:22][CH2:23][O:24]1>>[O:15]([CH2:16][CH2:17][N:18]1[CH2:19][c:20]2[c:21]([cH:25][cH:26][cH:27][cH:28]2)[CH2:22][CH2:23][O:24]1)[C:31](=[O:30])[NH2:32]. Starting materials: CCOC(=O)c1ccc2c(c1)CC(C)(C)C(c1cccc(-n3nnnc3Cc3ccccc3)c1)N2, CO, Cl, [Na+], C1CCOC1, [OH-], O. Yields the product CC1(C)Cc2cc(C(=O)O)ccc2NC1c1cccc(-n2nnnc2Cc2ccccc2)c1. As a reaction SMILES: [CH2:1]([CH3:2])[O:3][C:4](=[O:5])[c:6]1[cH:7][c:8]2[c:13]([cH:14][cH:15]1)[NH:12][CH:11]([c:16]1[cH:17][c:18](-[n:22]3[n:23][n:24][n:25][c:26]3[CH2:27][c:28]3[cH:29][cH:30][cH:31][cH:32][cH:33]3)[cH:19][cH:20][cH:21]1)[C:10]([CH3:34])([CH3:35])[CH2:9]2.[CH3:39][OH:40].[ClH:38].[Na+:37].[O:41]1[CH2:42][CH2:43][CH2:44][CH2:45]1.[OH-:36].[OH2:46]>>[O:3]=[C:4]([OH:5])[c:6]1[cH:7][c:8]2[c:13]([cH:14][cH:15]1)[NH:12][CH:11]([c:16]1[cH:17][c:18](-[n:22]3[n:23][n:24][n:25][c:26]3[CH2:27][c:28]3[cH:29][cH:30][cH:31][cH:32][cH:33]3)[cH:19][cH:20][cH:21]1)[C:10]([CH3:34])([CH3:35])[CH2:9]2. Starting materials: Cl (HCl), C(C)OC(CNC1=CC=C(C=C1)NC(=O)[C@H]1[C@@H]([C@@]2([C@@H](N1)CC(C)(C)C)C(NC1=CC(=CC=C12)Cl)=O)C1=C(C(=CC=C1)Cl)F)=O (rac-(4-{[(2′S,3′R,4′S,5′R)-6-chloro-4′-(3-chloro-2-fluoro-phenyl)-2′-(2,2-dimethyl-propyl)-2-oxo-1,2-dihydro-spiro[indole-3,3′-pyrrolidine]-5′-carbonyl]-amino}-phenylamino)-acetic acid ethyl ester), LiOH monohydrate. The solvent is C(C)(=O)OCC (ethyl acetate), C1CCOC1 (THF), O (water). Reaction conditions: time 8 hour. The product is ClC1=CC=C2C(=C1)NC([C@@]21[C@@H](N[C@H]([C@@H]1C1=C(C(=CC=C1)Cl)F)C(=O)NC1=CC=C(C=C1)NCC(=O)O)CC(C)(C)C)=O (rac-(4-{[(2′S,3′R,4′S,5′R)-6-chloro-4′-(3-chloro-2-fluoro-phenyl)-2′-(2,2-dimethyl-propyl)-2-oxo-1,2-dihydro-spiro[indole-3,3′-pyrrolidine]-5′-carbonyl]-amino}-phenylamino)-acetic acid). Isolated yield 94.8%. Reaction SMILES: C([O:3][C:4](=[O:44])[CH2:5][NH:6][C:7]1[CH:12]=[CH:11][C:10]([NH:13][C:14]([C@@H:16]2[NH:20][C@@H:19]([CH2:21][C:22]([CH3:25])([CH3:24])[CH3:23])[C@:18]3([C:33]4[C:28](=[CH:29][C:30]([Cl:34])=[CH:31][CH:32]=4)[NH:27][C:26]3=[O:35])[C@H:17]2[C:36]2[CH:41]=[CH:40][CH:39]=[C:38]([Cl:42])[C:37]=2[F:43])=[O:15])=[CH:9][CH:8]=1)C.Cl>C1COCC1.O.C(OCC)(=O)C>[Cl:34][C:30]1[CH:29]=[C:28]2[NH:27][C:26](=[O:35])[C@:18]3([C@@H:17]([C:36]4[CH:41]=[CH:40][CH:39]=[C:38]([Cl:42])[C:37]=4[F:43])[C@H:16]([C:14]([NH:13][C:10]4[CH:11]=[CH:12][C:7]([NH:6][CH2:5][C:4]([OH:44])=[O:3])=[CH:8][CH:9]=4)=[O:15])[NH:20][C@H:19]3[CH2:21][C:22]([CH3:24])([CH3:23])[CH3:25])[C:33]2=[CH:32][CH:31]=1. Reported procedure: To a solution of rac-(4-{[(2′S,3′R,4′S,5′R)-6-chloro-4′-(3-chloro-2-fluoro-phenyl)-2′-(2,2-dimethyl-propyl)-2-oxo-1,2-dihydro-spiro[indole-3,3′-pyrrolidine]-5′-carbonyl]-amino}-phenylamino)-acetic acid ethyl ester (28 mg, 0.043 mmol) in THF (3 mL) was added LiOH monohydrate (9 mg, 0.199 mmol) in water (1.5 mL) and the reaction mixture was allowed to stir at rt overnight. The mixture was then treated with 1N HCl to slightly acidic, diluted with ethyl acetate (80 mL), washed with water (2×15 mL), ...